Dataset: the Open Reaction Database (ORD), a public repository of structured organic reaction records. Task: describe an organic reaction: reactants, conditions, products, and yield Starting materials: C(C)(=O)OC(C)=O (acetic anhydride), NC1=CC=C(C=C1)C(C(=O)OCC)C (ethyl 2-(4-aminophenyl)propionate). Solvent: C(C)(=O)OCC (ethyl acetate), C(C)(=O)OCC (ethyl acetate). The product is C(C)(=O)NC1=CC=C(C=C1)C(C(=O)OCC)C (ethyl 2-(4-acetylaminophenyl)propionate). Isolated yield 84.7%. As a reaction SMILES: [NH2:1][C:2]1[CH:7]=[CH:6][C:5]([CH:8]([CH3:14])[C:9]([O:11][CH2:12][CH3:13])=[O:10])=[CH:4][CH:3]=1.[C:15](OC(=O)C)(=[O:17])[CH3:16]>C(OCC)(=O)C>[C:15]([NH:1][C:2]1[CH:3]=[CH:4][C:5]([CH:8]([CH3:14])[C:9]([O:11][CH2:12][CH3:13])=[O:10])=[CH:6][CH:7]=1)(=[O:17])[CH3:16]. Procedure details: To 10 g (0.0517 mole) of ethyl 2-(4-aminophenyl)propionate was added 50 ml of ethyl acetate with stirring, and to this solution, a mixed solution of 5.81 g of acetic anhydride and 10 ml of ethyl acetate was added dropwise and was stirred for 3 hours. After completion of the reaction, the reaction mixture was washed with a saturated solution of sodium bicarbonate and with a saturated solution of sodium chloride. After the ethyl acetate layer was dried over anhydrous magnesium sulfate, the ethyl a...